Dataset: the Open Reaction Database (ORD), a public repository of structured organic reaction records. Task: describe an organic reaction: reactants, conditions, products, and yield Starting materials: O=C([O-])[O-], CN(C)C=O, FC(F)(F)CI, [K+], [K+], O, CCOCOc1ccc(-c2ccc(C(F)(F)F)cc2)cc1Sc1cc(-c2ccc(C(F)(F)F)cc2)ccc1OCOCC. Yields the product CCOCOc1ccc(-c2ccc(C(F)(F)F)cc2)cc1SCC(F)(F)F. RXN SMILES: [C:44](=[O:45])([O-:46])[O-:47].[CH3:57][N:58]([CH3:59])[CH:60]=[O:61].[F:50][C:51]([CH2:52][I:53])([F:54])[F:55].[K+:48].[K+:49].[OH2:56].[S:1]([c:2]1[cH:3][c:4](-[c:5]2[cH:6][cH:7][c:8]([C:9]([F:10])([F:11])[F:12])[cH:13][cH:14]2)[cH:15][cH:16][c:17]1[O:18][CH2:19][O:20][CH2:21][CH3:22])[c:23]1[c:24]([O:39][CH2:40][O:41][CH2:42][CH3:43])[cH:25][cH:26][c:27](-[c:29]2[cH:30][cH:31][c:32]([C:35]([F:36])([F:37])[F:38])[cH:33][cH:34]2)[cH:28]1>>[S:1]([c:23]1[c:24]([O:39][CH2:40][O:41][CH2:42][CH3:43])[cH:25][cH:26][c:27](-[c:29]2[cH:30][cH:31][c:32]([C:35]([F:36])([F:37])[F:38])[cH:33][cH:34]2)[cH:28]1)[CH2:52][C:51]([F:50])([F:54])[F:55].